Dataset: the Open Reaction Database (ORD), a public repository of structured organic reaction records. Task: describe an organic reaction: reactants, conditions, products, and yield Starting materials: [Na].CC[C@H]([C@@H]1[C@H](C[C@@](O1)(C)[C@]2([C@@H](C[C@@](O2)(CC)[C@H](CC)O)C)O)C)C(=O)[C@@H](C)[C@H]([C@@H](C)[C@@H]3[C@H](C[C@H]([C@@H](O3)CC(=O)OO)C)C)O (sodium lysocellin), O.O.C(C)(=O)[O-].[Zn+2].C(C)(=O)[O-] (zinc acetate dihydrate), O (water). Solvent: CC(=O)C (acetone). Reaction conditions: time 18 hour. Yields the product [Zn].CC[C@H]([C@@H]1[C@H](C[C@@](O1)(C)[C@]2([C@@H](C[C@@](O2)(CC)[C@H](CC)O)C)O)C)C(=O)[C@@H](C)[C@H]([C@@H](C)[C@@H]3[C@H](C[C@H]([C@@H](O3)CC(=O)OO)C)C)O (Zinc Lysocellin). Reaction SMILES: [Na].[CH3:2][CH2:3][C@@H:4]([C:25]([C@H:27]([C@@H:29]([OH:45])[C@H:30]([C@H:32]1[O:37][C@@H:36]([CH2:38][C:39]([O:41][OH:42])=[O:40])[C@H:35]([CH3:43])[CH2:34][C@@H:33]1[CH3:44])[CH3:31])[CH3:28])=[O:26])[C@H:5]1[O:9][C@@:8]([C@:11]2([OH:23])[O:15][C@@:14]([C@@H:18]([OH:21])[CH2:19][CH3:20])([CH2:16][CH3:17])[CH2:13][C@H:12]2[CH3:22])([CH3:10])[CH2:7][C@@H:6]1[CH3:24].O.O.C([O-])(=O)C.[Zn+2:52].C([O-])(=O)C.O>CC(C)=O>[Zn:52].[CH3:2][CH2:3][C@@H:4]([C:25]([C@H:27]([C@@H:29]([OH:45])[C@H:30]([C@H:32]1[O:37][C@@H:36]([CH2:38][C:39]([O:41][OH:42])=[O:40])[C@H:35]([CH3:43])[CH2:34][C@@H:33]1[CH3:44])[CH3:31])[CH3:28])=[O:26])[C@H:5]1[O:9][C@@:8]([C@:11]2([OH:23])[O:15][C@@:14]([C@@H:18]([OH:21])[CH2:19][CH3:20])([CH2:16][CH3:17])[CH2:13][C@H:12]2[CH3:22])([CH3:10])[CH2:7][C@@H:6]1[CH3:24] |f:0.1,2.3.4.5.6,9.10,^1:0|. Procedure details: A mixture of 13.0 g of sodium lysocellin and 5.0 g zinc acetate dihydrate in 150 ml of acetone was stirred at ambient temperature for approximately 18 hours. Stirring was continued and two volumes of water were added slowly to precipitate the zinc salt. The product was isolated and dried (14.0 g). The zinc salt was recrystallized from acetone. The resulting solid product had a melting point of 102.0° C. Analysis: % Zn calculated (4.95); Found (4.37). Reactants: COCC1=NOC(=N1)CN1C(N(C(C2=C1C=C(S2)C2=CC=CC=C2)=O)C2CCN(CC2)C(=O)OC(C)(C)C)=O (tert-butyl 4-[1-{[3-(methoxymethyl)-1,2,4-oxadiazol-5-yl]methyl}-2,4-dioxo-6-phenyl-1,4-dihydrothieno[3,2-d]pyrimidin-3(2H)-yl]piperidine-1-carboxylate), COCC1=NOC(=N1)CN1C(N(C(C2=C1C=C(S2)C2=CC=CC=C2)=O)C2CCN(CC2)C(=O)OC(C)(C)C)=O (tert-butyl 4-[1-{[3-(methoxymethyl)-1,2,4-oxadiazol-5-yl]methyl}-2,4-dioxo-6-phenyl-1,4-dihydrothieno[3,2-d]pyrimidin-3(2H)-yl]piperidine-1-carboxylate), Cl (hydrogen chloride). Run in C(Cl)Cl (DCM), O1CCOCC1 (1,4-dioxane). Product: Cl.COCC1=NOC(=N1)CN1C(N(C(C2=C1C=C(S2)C2=CC=CC=C2)=O)C2CCNCC2)=O (1-{[3-(Methoxymethyl)-1,2,4-oxadiazol-5-yl]methyl}-6-phenyl-3-piperidin-4-ylthieno[3,2-d]pyrimidine-2,4(1H,3H)-dione hydrochloride). Reaction SMILES: [CH3:1][O:2][CH2:3][C:4]1[N:8]=[C:7]([CH2:9][N:10]2[C:15]3[CH:16]=[C:17]([C:19]4[CH:24]=[CH:23][CH:22]=[CH:21][CH:20]=4)[S:18][C:14]=3[C:13](=[O:25])[N:12]([CH:26]3[CH2:31][CH2:30][N:29](C(OC(C)(C)C)=O)[CH2:28][CH2:27]3)[C:11]2=[O:39])[O:6][N:5]=1.[ClH:40]>C(Cl)Cl.O1CCOCC1>[ClH:40].[CH3:1][O:2][CH2:3][C:4]1[N:8]=[C:7]([CH2:9][N:10]2[C:15]3[CH:16]=[C:17]([C:19]4[CH:24]=[CH:23][CH:22]=[CH:21][CH:20]=4)[S:18][C:14]=3[C:13](=[O:25])[N:12]([CH:26]3[CH2:31][CH2:30][NH:29][CH2:28][CH2:27]3)[C:11]2=[O:39])[O:6][N:5]=1 |f:4.5|. Procedure: A solution of tert-butyl 4-[1-{[3-(methoxymethyl)-1,2,4-oxadiazol-5-yl]methyl}-2,4-dioxo-6-phenyl-1,4-dihydrothieno[3,2-d]pyrimidin-3(2H)-yl]piperidine-1-carboxylate (6.61 g; compound B16) in DCM (50 ml) is reacted with a solution of hydrogen chloride in 1,4-dioxane (7.5 ml, 4.0 M) according to the procedure described in example B28 to afford the title compound as a solid. Reactants: COC1=CC=C(C=C1)CC=O (p-methoxyphenylacetaldehyde), [Na] (sodium), 17, [PH2](=O)[O-].C(C1=CC=CC=C1)(C1=CC=CC=C1)[NH3+] (benzhydrylammonium hypophosphite), [Na] (sodium). Product: C(C1=CC=CC=C1)(C1=CC=CC=C1)NC(CC1=CC=C(C=C1)OC)P(O)O (1-benzhydrylamino-2-(4-methoxyphenyl)-ethanephosphonous acid). As a reaction SMILES: [CH3:1][O:2][C:3]1[CH:8]=[CH:7][C:6]([CH2:9][CH:10]=O)=[CH:5][CH:4]=1.[Na].[PH2:13]([O-:15])=[O:14].[CH:16]([NH3+:29])([C:23]1[CH:28]=[CH:27][CH:26]=[CH:25][CH:24]=1)[C:17]1[CH:22]=[CH:21][CH:20]=[CH:19][CH:18]=1>>[CH:16]([NH:29][CH:10]([P:13]([OH:15])[OH:14])[CH2:9][C:6]1[CH:7]=[CH:8][C:3]([O:2][CH3:1])=[CH:4][CH:5]=1)([C:23]1[CH:24]=[CH:25][CH:26]=[CH:27][CH:28]=1)[C:17]1[CH:22]=[CH:21][CH:20]=[CH:19][CH:18]=1 |f:2.3,^1:11|. Procedure: 10 parts of freshly distilled p-methoxyphenylacetaldehyde in 20 parts of sodium-dried dioxan was added to a suspension of 17 parts of benzhydrylammonium hypophosphite in 100 parts of sodium-dried dioxan under reflux and under nitrogen as in Example 17 above. 70 Parts dioxan/water was removed. 125 Parts of alcohol was added and DL-1-benzhydrylamino-2-(4-methoxyphenyl)-ethanephosphonous acid, melting point 199°-202°, was obtained. Starting materials: C(C)NC=1OC2=C(N1)C=CC(=C2)CCC=2OC=CC2 (2-ethylamino-6-[2-(2-furyl)ethyl]benzoxazole), C=O (formalin), Cl (hydrochloric acid), N1CCCCC1 (piperidine). As a reaction SMILES: [CH2:1]([NH:3][C:4]1[O:5][C:6]2[CH:12]=[C:11]([CH2:13][CH2:14][C:15]3[O:16][CH:17]=[CH:18][CH:19]=3)[CH:10]=[CH:9][C:7]=2[N:8]=1)[CH3:2].[CH2:20]=O.Cl.[NH:23]1[CH2:28][CH2:27][CH2:26][CH2:25][CH2:24]1>C(O)(=O)C>[CH2:1]([NH:3][C:4]1[O:5][C:6]2[CH:12]=[C:11]([CH2:13][CH2:14][C:15]3[O:16][C:17]([CH2:20][N:23]4[CH2:28][CH2:27][CH2:26][CH2:25][CH2:24]4)=[CH:18][CH:19]=3)[CH:10]=[CH:9][C:7]=2[N:8]=1)[CH3:2]. Solvent: C(C)(=O)O (acetic acid). Conditions: temperature 70 celsius, time 2 hour. Procedure details: A mixture of 2-ethylamino-6-[2-(2-furyl)ethyl]benzoxazole (0.93 g), 37% formalin (0.30 ml), concentrated hydrochloric acid (0.35 ml) and piperidine (0.34 g) in acetic acid (10 ml) was stirred at 70° C. for 2 hours. After the solvent was evaporated in vacuo, saturated aqueous sodium bicarbonate was added to the residue and the mixture was extracted with ethyl acetate. The extract was washed with water, dried over magnesium sulfate and evaporated in vacuo. The residue was chromatographed on silica... Product: C(C)NC=1OC2=C(N1)C=CC(=C2)CCC=2OC(=CC2)CN2CCCCC2 (2-ethylamino-6-[2-(5-piperidinomethylfuran-2-yl)ethyl]benzoxazole). Reactants: CC1=NOC(=C1C=1C=C2C(C(NC2=CC1)=O)(C1=CC=CC=C1)N1CCN(CC1)CC(=O)OCC)C (Ethyl 2-(4-(5-(3,5-dimethylisoxazol-4-yl)-2-oxo-3-phenylindolin-3-yl)piperazin-1-yl)acetate), [H-].[H-].[H-].[H-].[Al+3].[Li+] (lithium aluminium tetrahydride). Run in C1CCOC1 (THF). Reaction conditions: time 2 hour. Yields the product CC1=NOC(=C1C=1C=C2C(C(NC2=CC1)=O)(C1=CC=CC=C1)N1CCN(CC1)CCO)C (5-(3,5-Dimethylisoxazol-4-yl)-3-(4-(2-hydroxyethyl)piperazin-1-yl)-3-phenylindolin-2-one). Isolated yield 33.0%. RXN SMILES: [CH3:1][C:2]1[C:6]([C:7]2[CH:8]=[C:9]3[C:13](=[CH:14][CH:15]=2)[NH:12][C:11](=[O:16])[C:10]3([N:23]2[CH2:28][CH2:27][N:26]([CH2:29][C:30](OCC)=[O:31])[CH2:25][CH2:24]2)[C:17]2[CH:22]=[CH:21][CH:20]=[CH:19][CH:18]=2)=[C:5]([CH3:35])[O:4][N:3]=1.[H-].[H-].[H-].[H-].[Al+3].[Li+]>C1COCC1>[CH3:1][C:2]1[C:6]([C:7]2[CH:8]=[C:9]3[C:13](=[CH:14][CH:15]=2)[NH:12][C:11](=[O:16])[C:10]3([N:23]2[CH2:24][CH2:25][N:26]([CH2:29][CH2:30][OH:31])[CH2:27][CH2:28]2)[C:17]2[CH:18]=[CH:19][CH:20]=[CH:21][CH:22]=2)=[C:5]([CH3:35])[O:4][N:3]=1 |f:1.2.3.4.5.6|. Procedure: To a solution of Ethyl 2-(4-(5-(3,5-dimethylisoxazol-4-yl)-2-oxo-3-phenylindolin-3-yl)piperazin-1-yl)acetate (100 mg, 0.21 mmol) in THF (5 mL) was added lithium aluminium tetrahydride (38 mg, 1.05 mmol) at 0° C., the reaction mixture was stirred at RT for 2.0 h. After cooling to 0° C., the reaction was quenched by addition of aq. saturated NH4Cl solution (50 mL). The mixture was diluted with water and extracted with EtOAc (50 mL). The organic layer was washed with brine, dried over anhydrous MgS... The reactants are CC(C)(CC(=O)O)NC(=O)OC(C)(C)C, NC1CCc2ccccc2NC1=O. The product is CC(C)(CC(=O)NC1CCc2ccccc2NC1=O)NC(=O)OC(C)(C)C. RXN SMILES: [C:1]([CH3:2])([CH3:3])([CH3:4])[O:5][C:6](=[O:7])[NH:8][C:9]([CH2:10][C:11](=[O:12])[OH:13])([CH3:14])[CH3:15].[NH2:16][CH:17]1[C:18](=[O:28])[NH:19][c:20]2[c:21]([cH:24][cH:25][cH:26][cH:27]2)[CH2:22][CH2:23]1>>[C:1]([CH3:2])([CH3:3])([CH3:4])[O:5][C:6](=[O:7])[NH:8][C:9]([CH2:10][C:11](=[O:13])[NH:16][CH:17]1[C:18](=[O:28])[NH:19][c:20]2[c:21]([cH:24][cH:25][cH:26][cH:27]2)[CH2:22][CH2:23]1)([CH3:14])[CH3:15].